Dataset: the Open Reaction Database (ORD), a public repository of structured organic reaction records. Task: describe an organic reaction: reactants, conditions, products, and yield The reactants are NC=1C(=NC=C(C1)Br)C(=O)O (3-amino-5-bromopicolinic acid), C(=O)N (formamide). The solvent is O (water). Product: BrC1=CC=2N=CNC(C2N=C1)=O (7-bromopyrido[3,2-d]pyrimidin-4(3H)-one). RXN SMILES: [NH2:1][C:2]1[C:3]([C:9]([OH:11])=O)=[N:4][CH:5]=[C:6]([Br:8])[CH:7]=1.[CH:12]([NH2:14])=O>O>[Br:8][C:6]1[CH:5]=[N:4][C:3]2[C:9](=[O:11])[NH:14][CH:12]=[N:1][C:2]=2[CH:7]=1. Procedure details: A solution of 3-amino-5-bromopicolinic acid (1.0 g, 4.6 mmol) in formamide (1.1 g, 25 mmol) was stirred at 150° C. for 4 h. After it was cooled to room temperature, the reaction mixture was poured into water (50 mL). A suspension was formed and filtered. The cake was washed with water and dried to give the desired product. MS (ESI): 226, 228 (MH+). Reactants: FC1=C(C=C(C=C1F)I)C(CC(=O)OCC)=O (ethyl 3-(2,3-difluoro-5-iodophenyl)-3-oxopropanoate), C(C)OC(OCC)OCC (triethylorthoformate), C(C)(=O)OC(C)=O (acetic anhydride), O (water). Solvent: C(C)O (ethanol), C(C)(=O)OCC (ethyl acetate). Conditions: temperature 150 celsius. The product is FC1=C(C(=O)C(C(=O)OCC)=COCC)C=C(C=C1F)I (Ethyl 2-(2,3-Difluoro-5-iodobenzoyl)-3-ethoxy-2-propenoate). The yield is 98.3%. Reaction SMILES: O.[F:2][C:3]1[C:8]([F:9])=[CH:7][C:6]([I:10])=[CH:5][C:4]=1[C:11](=[O:18])[CH2:12][C:13]([O:15][CH2:16][CH3:17])=[O:14].[CH2:19]([O:21][CH:22](OCC)OCC)[CH3:20].C(OC(=O)C)(=O)C>C(O)C.C(OCC)(=O)C>[F:2][C:3]1[C:8]([F:9])=[CH:7][C:6]([I:10])=[CH:5][C:4]=1[C:11]([C:12](=[CH:22][O:21][CH2:19][CH3:20])[C:13]([O:15][CH2:16][CH3:17])=[O:14])=[O:18]. Procedure: A flask equipped with a Dean-Stark trap and cold water condenser, is charged with ethyl 3-(2,3-difluoro-5-iodophenyl)-3-oxopropanoate (Preparation 20, 14.8 g), triethylorthoformate (12.4 g), and acetic anhydride (14.92 g). The contents are placed in an oil bath initially at 115° C. and the temperature quickly raised to 150° C. where it is maintained until the volume of ethyl acetate and ethanol distillate collected remained constant (ca. 1.25 h). The reaction mixture is cooled and concentrated a... The reactants are C(=O)(OC(C)(C)C)N1CC(CCC1)=O (1-Boc-3-piperidone), C(C)(C)(C)OC(NN)=O (tert-butyl-carbazate). Run in C1(=CC=CC=C1)C (toluene). Reaction conditions: temperature 60 celsius. Yields the product C(C)(C)(C)OC(=O)N\N=C/1\CN(CCC1)C(=O)OC(C)(C)C (tert-Butyl (3E)-3-[(tert-butoxycarbonyl)hydrazono]piperidine-1-carboxlate). Yield: 38.1%. Reaction SMILES: [C:1]([N:8]1[CH2:13][CH2:12][CH2:11][C:10](=O)[CH2:9]1)([O:3][C:4]([CH3:7])([CH3:6])[CH3:5])=[O:2].[C:15]([O:19][C:20](=[O:23])[NH:21][NH2:22])([CH3:18])([CH3:17])[CH3:16]>C1(C)C=CC=CC=1>[C:15]([O:19][C:20]([NH:21]/[N:22]=[C:10]1/[CH2:9][N:8]([C:1]([O:3][C:4]([CH3:7])([CH3:6])[CH3:5])=[O:2])[CH2:13][CH2:12][CH2:11]/1)=[O:23])([CH3:18])([CH3:17])[CH3:16]. Reported procedure: 1-Boc-3-piperidone (25 g; 125.47 mmol; 1.00 eq.) is dissolved in toluene (250 mL) to which tert-butyl-carbazate (16.58 g; 125.47 mmol; 1.00 eq.) is added and reaction mixture is heated to 60° C. for 4 hours. After this time reaction mixture is evaporated to dryness, taken up in ethyl acetate (100 mL) and heptane (100 mL), and the suspension is heated, then cooled down to rt and the suspension is filtered and dried to give 15 g (95%) of the title compound as a beige solid. MS (ESI−): 311.9. Starting materials: C, CC(C)(C)OCC1C(=O)NCCN1C(=O)CC(Cc1cc(F)c(F)cc1F)N(Cc1ccccc1)C(=O)[O-], CCOC(C)=O, CO, [Pd]. The product is CC(C)(C)OCC1C(=O)NCCN1C(=O)CC(N)Cc1cc(F)c(F)cc1F. As a reaction SMILES: [C:47].[CH2:1]([c:5]1[cH:6][cH:7][cH:9][cH:10][cH:11]1)[N:8]([C:2](=[O:3])[O-:4])[CH:12]([CH2:13][c:14]1[c:15]([F:22])[cH:16][c:17]([F:21])[c:18]([F:20])[cH:19]1)[CH2:23][C:24](=[O:25])[N:26]1[CH:27]([CH2:33][O:34][C:35]([CH3:36])([CH3:37])[CH3:38])[C:28](=[O:32])[NH:29][CH2:30][CH2:31]1.[CH3:39][CH2:40][O:41][C:42](=[O:43])[CH3:44].[CH3:45][OH:46].[Pd:48]>>[NH2:8][CH:12]([CH2:13][c:14]1[c:15]([F:22])[cH:16][c:17]([F:21])[c:18]([F:20])[cH:19]1)[CH2:23][C:24](=[O:25])[N:26]1[CH:27]([CH2:33][O:34][C:35]([CH3:36])([CH3:37])[CH3:38])[C:28](=[O:32])[NH:29][CH2:30][CH2:31]1. Reactants: OC1=CC=NN1C1=NC=CC(=C1)C#N (2-(5-hydroxy-1H-pyrazol-1-yl)pyridine-4-carbonitrile), O1CCC2=C1C(=CC=C2)CO (2,3-dihydro-1-benzofuran-7-ylmethanol). Product: O1CCC2=C1C(=CC=C2)COC2=CC=NN2C2=NC=CC(=C2)C#N (2-[5-(2,3-dihydro-1-benzofuran-7-ylmethoxy)pyrazol-1-yl]pyridine-4-carbonitrile). Reaction SMILES: [OH:1][C:2]1[N:6]([C:7]2[CH:12]=[C:11]([C:13]#[N:14])[CH:10]=[CH:9][N:8]=2)[N:5]=[CH:4][CH:3]=1.[O:15]1[C:19]2[C:20]([CH2:24]O)=[CH:21][CH:22]=[CH:23][C:18]=2[CH2:17][CH2:16]1>>[O:15]1[C:19]2[C:20]([CH2:24][O:1][C:2]3[N:6]([C:7]4[CH:12]=[C:11]([C:13]#[N:14])[CH:10]=[CH:9][N:8]=4)[N:5]=[CH:4][CH:3]=3)=[CH:21][CH:22]=[CH:23][C:18]=2[CH2:17][CH2:16]1. Reported procedure: The title compound was prepared from 2-(5-hydroxy-1H-pyrazol-1-yl)pyridine-4-carbonitrile and 2,3-dihydro-1-benzofuran-7-ylmethanol according to the procedure for the preparation of Example 39, part C. 1H NMR (400 MHz, CDCl3): δ 3.27 (2H, q, J=8.8 Hz), 4.68 (2H, q, J=8.8 Hz), 5.21 (2H, s), 5.83 (1H, d, J=2.0 Hz), 6.86 (1H, q, J=7.6 Hz), 7.17 (1H, d, J=7.6 Hz), 7.22 (1H, d, J=7.2 Hz), 7.37 (1H, dd, J=1.2 Hz, 4.8 Hz), 7.58 (1H, d, J=2.0 Hz), 8.14 (1H, s), 8.70 (1H, d, J=4.8 Hz). [M+H] Calc'd for C... The reactants are CC(=O)c1ccccc1, CC(C)(O)c1ccccc1, CC(C)c1ccccc1, CC(C)=O, O, O=S(=O)(O)O. Yields the product C=C(C)c1ccccc1. As a reaction SMILES: [CH3:11][C:12]([c:13]1[cH:14][cH:15][cH:16][cH:17][cH:18]1)=[O:19].[CH3:1][C:2]([c:3]1[cH:4][cH:5][cH:6][cH:7][cH:8]1)([CH3:9])[OH:10].[CH3:20][CH:21]([c:22]1[cH:23][cH:24][cH:25][cH:26][cH:27]1)[CH3:28].[CH3:35][C:36](=[O:37])[CH3:38].[OH2:34].[S:29](=[O:30])(=[O:31])([OH:32])[OH:33]>>[CH2:1]=[C:2]([c:3]1[cH:4][cH:5][cH:6][cH:7][cH:8]1)[CH3:9]. Starting materials: COC1=CC=CC=2CC(OC21)(C)C (7-methoxy-2,2-dimethyl-2,3-dihydro-1-benzofuran), O (Water), C(C)OCC (diethyl ether), BrN1C(CCC1=O)=O (N-bromosuccinimide). Run in CC1OCCC1 (2-methyltetrahydrofuran). Reaction conditions: time 1 hour. Product: BrC=1C=C(C2=C(CC(O2)(C)C)C1)OC (5-bromo-7-methoxy-2,2-dimethyl-2,3-dihydro-1-benzofuran). Reaction SMILES: [CH3:1][O:2][C:3]1[C:11]2[O:10][C:9]([CH3:13])([CH3:12])[CH2:8][C:7]=2[CH:6]=[CH:5][CH:4]=1.[Br:14]N1C(=O)CCC1=O.O.C(OCC)C>CC1CCCO1>[Br:14][C:5]1[CH:4]=[C:3]([O:2][CH3:1])[C:11]2[O:10][C:9]([CH3:13])([CH3:12])[CH2:8][C:7]=2[CH:6]=1. Procedure details: 56 g 7-methoxy-2,2-dimethyl-2,3-dihydro-1-benzofuran are dissolved in 200 ml 2-methyltetrahydrofuran, 58 g N-bromosuccinimide are added portion wise, while keeping the temperature of the reaction mixture below 50° C., and the reaction is stirred for one hour at RT. Water and diethyl ether are added to the reaction mixture, the phases are separated, the organic phase is washed with 1 M aqueous sodium carbonate solution, dried over MgSO4, and the solvent is removed under reduced pressure. The resu...